This data is from the Open Reaction Database (ORD), a public repository of structured organic reaction records. The task is: describe an organic reaction: reactants, conditions, products, and yield Reactants: C=C(C)c1cc(C(F)(F)F)cc(S(=O)(=O)NC2CCCc3c2cnn3CC(=O)OCC)c1, Cc1ccccc1, CC[Zn]CC, [Cl-], ICI, [NH4+]. The product is CCOC(=O)Cn1ncc2c1CCCC2NS(=O)(=O)c1cc(C(F)(F)F)cc(C2(C)CC2)c1. RXN SMILES: [CH2:9]([CH3:10])[O:11][C:12]([CH2:13][n:14]1[n:15][cH:16][c:17]2[c:22]1[CH2:21][CH2:20][CH2:19][CH:18]2[NH:23][S:24](=[O:25])(=[O:26])[c:27]1[cH:28][c:29]([C:37](=[CH2:38])[CH3:39])[cH:30][c:31]([C:33]([F:34])([F:35])[F:36])[cH:32]1)=[O:40].[CH3:43][c:44]1[cH:45][cH:46][cH:47][cH:48][cH:49]1.[CH3:4][CH2:5][Zn:6][CH2:7][CH3:8].[Cl-:41].[I:1][CH2:2][I:3].[NH4+:42]>>[CH3:4][C:37]1([c:29]2[cH:28][c:27]([S:24]([NH:23][CH:18]3[c:17]4[cH:16][n:15][n:14]([CH2:13][C:12]([O:11][CH2:9][CH3:10])=[O:40])[c:22]4[CH2:21][CH2:20][CH2:19]3)(=[O:25])=[O:26])[cH:32][c:31]([C:33]([F:34])([F:35])[F:36])[cH:30]2)[CH2:38][CH2:39]1. Reactants: SCc1ccco1, CCO, CC=CC(C)=O. Product: CC(=O)CC(C)SCc1ccco1. Reaction SMILES: [CH2:1]([c:2]1[cH:3][cH:4][cH:5][o:6]1)[SH:7].[CH3:14][CH2:15][OH:16].[CH3:8][C:9]([CH:10]=[CH:11][CH3:12])=[O:13]>>[CH2:1]([c:2]1[cH:3][cH:4][cH:5][o:6]1)[S:7][CH:11]([CH2:10][C:9]([CH3:8])=[O:13])[CH3:12].